Dataset: the Open Reaction Database (ORD), a public repository of structured organic reaction records. Task: describe an organic reaction: reactants, conditions, products, and yield Starting materials: N1CCOCC1 (morpholine), COC1CN(CC1)C1=NN2C(C=CC(=C2)NC(=O)C2=C(C=NN2C)C(=O)O)=N1 (5-[2-(3-Methoxy-pyrrolidin-1-yl)-[1,2,4]triazolo[1,5-a]pyridin-6-ylcarbamoyl]-1-methyl-1H-pyrazole-4-carboxylic acid), solid. Yields the product COC1CN(CC1)C1=NN2C(C=CC(=C2)NC(=O)C=2N(N=CC2C(=O)N2CCOCC2)C)=N1 (2-Methyl-4-(morpholine-4-carbonyl)-2H-pyrazole-3-carboxylic acid [2-(3-methoxy-pyrrolidin-1-yl)-[1,2,4]triazolo[1,5-a]pyridin-6-yl]-amide). As a reaction SMILES: [NH:1]1[CH2:6][CH2:5][O:4][CH2:3][CH2:2]1.[CH3:7][O:8][CH:9]1[CH2:13][CH2:12][N:11]([C:14]2[N:34]=[C:17]3[CH:18]=[CH:19][C:20]([NH:22][C:23]([C:25]4[N:29]([CH3:30])[N:28]=[CH:27][C:26]=4[C:31](O)=[O:32])=[O:24])=[CH:21][N:16]3[N:15]=2)[CH2:10]1>>[CH3:7][O:8][CH:9]1[CH2:13][CH2:12][N:11]([C:14]2[N:34]=[C:17]3[CH:18]=[CH:19][C:20]([NH:22][C:23]([C:25]4[N:29]([CH3:30])[N:28]=[CH:27][C:26]=4[C:31]([N:1]4[CH2:6][CH2:5][O:4][CH2:3][CH2:2]4)=[O:32])=[O:24])=[CH:21][N:16]3[N:15]=2)[CH2:10]1. Procedure: Using morpholine and 5-[2-(3-Methoxy-pyrrolidin-1-yl)-[1,2,4]triazolo[1,5-a]pyridin-6-ylcarbamoyl]-1-methyl-1H-pyrazole-4-carboxylic acid, the title compound was prepared in the same manner as described for example 2. Off white solid (42 mg, 51%). MS: m/z=455 (M+H+). The reactants are CC(=O)N1CCC(C(=O)Cl)CC1, [Cl-], ClCCl, Cl, Fc1cccc(F)c1, [NH4+]. Yields the product CC(=O)N1CCC(C(=O)c2ccc(F)cc2F)CC1. As a reaction SMILES: [C:11]([CH3:12])(=[O:13])[N:14]1[CH2:15][CH2:16][CH:17]([C:20](=[O:21])[Cl:22])[CH2:18][CH2:19]1.[Cl-:9].[Cl:24][CH2:25][Cl:26].[ClH:23].[F:1][c:2]1[cH:3][cH:4][cH:5][c:6]([F:7])[cH:8]1.[NH4+:10]>>[F:1][c:2]1[cH:3][cH:4][c:5]([C:20]([CH:17]2[CH2:16][CH2:15][N:14]([C:11]([CH3:12])=[O:13])[CH2:19][CH2:18]2)=[O:21])[c:6]([F:7])[cH:8]1. Starting materials: ClC1=NC=CC(=C1)C#CC=1N=C(N(C1)C1=CC=C(C=C1)F)C (2-chloro-4-[1-(4-fluoro-phenyl)-2-methyl-1H-imidazol-4-ylethynyl]-pyridine), C(C)(C)[N-]C(C)C.[Li+] (Lithiumdiisopropylamide), CN(C=O)C (Dimethylformamide). Solvent: C1CCOC1 (THF), C1CCOC1 (THF). Reaction conditions: temperature -70 celsius, time 15 minute. Yields the product ClC1=NC=CC(=C1)C#CC1=C(N(C(=N1)C)C1=CC=C(C=C1)F)C=O (5-(2-Chloro-pyridin-4-ylethynyl)-3-(4-fluoro-phenyl)-2-methyl-3H-imidazole-4-carbaldehyde), solid. Isolated yield 10.0%. As a reaction SMILES: [Cl:1][C:2]1[CH:7]=[C:6]([C:8]#[C:9][C:10]2[N:11]=[C:12]([CH3:22])[N:13]([C:15]3[CH:20]=[CH:19][C:18]([F:21])=[CH:17][CH:16]=3)[CH:14]=2)[CH:5]=[CH:4][N:3]=1.C([N-]C(C)C)(C)C.[Li+].CN(C)[CH:33]=[O:34]>C1COCC1>[Cl:1][C:2]1[CH:7]=[C:6]([C:8]#[C:9][C:10]2[N:11]=[C:12]([CH3:22])[N:13]([C:15]3[CH:16]=[CH:17][C:18]([F:21])=[CH:19][CH:20]=3)[C:14]=2[CH:33]=[O:34])[CH:5]=[CH:4][N:3]=1 |f:1.2|. Procedure: 2-chloro-4-[1-(4-fluoro-phenyl)-2-methyl-1H-imidazol-4-ylethynyl]-pyridine (2.0 g, 6.42 mmol) was dissolved in 50 mL THF and cooled to −70° C. Lithiumdiisopropylamide 2M/THF (4.8 ml, 9.6 mmol) was added, and the mixture stirred for 15 min at −70° C. Dimethylformamide (0.69 ml, 9.0 mmol) was added and stirring was continued at −70° C. for 3 hrs. The reaction mixture was quenched with sat. NaHCO3− solution and extracted with water and ethyl acetate. The combined organic extracts were dried with so... The reactants are [NH4+].[Cl-] (NH4Cl), C[O-].[Na+] (sodium methoxide), [Na] (sodium), C(C1=CC=CC=C1)OC1=C(C(=NC(=C1I)C)C)CCCCCCC (4-(benzyloxy)-3-heptyl-5-iodo-2,6-dimethylpyridine). The reagents and catalysts are [Cu]I (CuI). Run in CO (MeOH). Reaction conditions: temperature 110 celsius. Product: C(C1=CC=CC=C1)OC1=C(C(=NC(=C1OC)C)C)CCCCCCC (4-(benzyloxy)-3-heptyl-5-methoxy-2,6-dimethylpyridine). Reaction SMILES: [CH3:1][O-:2].[Na+].[Na].[CH2:5]([O:12][C:13]1[C:18](I)=[C:17]([CH3:20])[N:16]=[C:15]([CH3:21])[C:14]=1[CH2:22][CH2:23][CH2:24][CH2:25][CH2:26][CH2:27][CH3:28])[C:6]1[CH:11]=[CH:10][CH:9]=[CH:8][CH:7]=1.[NH4+].[Cl-]>[Cu]I.CO>[CH2:5]([O:12][C:13]1[C:18]([O:2][CH3:1])=[C:17]([CH3:20])[N:16]=[C:15]([CH3:21])[C:14]=1[CH2:22][CH2:23][CH2:24][CH2:25][CH2:26][CH2:27][CH3:28])[C:6]1[CH:11]=[CH:10][CH:9]=[CH:8][CH:7]=1 |f:0.1,4.5,^1:3|. Procedure: To a solution of sodium methoxide prepared from sodium (5.0 mg, 0.23 mmol) and MeOH (1 mL) were added the iodo derivative 19 (27 mg, 0.06 mmol) and CuI (1.66 mg, 0.009 mmol). The reaction mixture was heated at 110° C. for 18 h and cooled, and 1 M aqueous NH4Cl was added. The mixture was extracted with portions of ethyl ether. The combined organic phase was dried over anhydrous MgSO4 and concentrated under diminished pressure to afford a crude residue. Elution with ethyl acetate gave 4-(benzyloxy... Reactants: [BH4-], CCO, [Na+], NS(=O)(=O)N1CCC(c2ccccc2)CC1, O=Cc1csc2ccccc12. Product: O=S(=O)(NCc1csc2ccccc12)N1CCC(c2ccccc2)CC1. As a reaction SMILES: [BH4-:28].[CH3:30][CH2:31][OH:32].[Na+:29].[c:1]1([CH:7]2[CH2:8][CH2:9][N:10]([S:13](=[O:14])(=[O:15])[NH2:16])[CH2:11][CH2:12]2)[cH:2][cH:3][cH:4][cH:5][cH:6]1.[s:17]1[c:18]2[c:19]([c:20]([CH:22]=[O:23])[cH:21]1)[cH:24][cH:25][cH:26][cH:27]2>>[c:1]1([CH:7]2[CH2:8][CH2:9][N:10]([S:13](=[O:14])(=[O:15])[NH:16][CH2:22][c:20]3[c:19]4[c:18]([s:17][cH:21]3)[cH:27][cH:26][cH:25][cH:24]4)[CH2:11][CH2:12]2)[cH:2][cH:3][cH:4][cH:5][cH:6]1.